This data is from the Open Reaction Database (ORD), a public repository of structured organic reaction records. The task is: describe an organic reaction: reactants, conditions, products, and yield Reactants: [Br-], CCO, O=C(Cc1ccc(F)cc1)Nc1nc2c(ncn2C2CC(O)C(CO)O2)c(=O)[nH]1, [K+]. The product is O=C(Cc1ccc(Br)cc1)Nc1nc2c(ncn2C2CC(O)C(CO)O2)c(=O)[nH]1. As a reaction SMILES: [Br-:1].[CH3:32][CH2:33][OH:34].[F:3][c:4]1[cH:5][cH:6][c:7]([CH2:10][C:11](=[O:12])[NH:13][c:14]2[nH:15][c:16](=[O:31])[c:17]3[n:18][cH:19][n:20]([CH:21]4[CH2:22][CH:23]([OH:24])[CH:25]([CH2:26][OH:27])[O:28]4)[c:29]3[n:30]2)[cH:8][cH:9]1.[K+:2]>>[Br:1][c:4]1[cH:5][cH:6][c:7]([CH2:10][C:11](=[O:12])[NH:13][c:14]2[nH:15][c:16](=[O:31])[c:17]3[n:18][cH:19][n:20]([CH:21]4[CH2:22][CH:23]([OH:24])[CH:25]([CH2:26][OH:27])[O:28]4)[c:29]3[n:30]2)[cH:8][cH:9]1.